Dataset: the Open Reaction Database (ORD), a public repository of structured organic reaction records. Task: describe an organic reaction: reactants, conditions, products, and yield The reactants are CC(=O)O[BH-](OC(C)=O)OC(C)=O, CC(=O)O, ClCCl, Cl, Cl, COC(=O)c1cccc2c1c(C=O)nn2-c1ccc(F)cc1, [H-], NC1CN2CCC1CC2, [Na+], [Na+]. The product is COC(=O)c1cccc2c1c(CNC1CN3CCC1CC3)nn2-c1ccc(F)cc1. Reaction SMILES: [C:36]([O:37][BH-:38]([O:39][C:40](=[O:41])[CH3:42])[O:43][C:44](=[O:45])[CH3:46])(=[O:47])[CH3:48].[CH3:53][C:54](=[O:55])[OH:56].[Cl:50][CH2:51][Cl:52].[ClH:1].[ClH:2].[F:14][c:15]1[cH:16][cH:17][c:18](-[n:21]2[n:22][c:23]([CH:34]=[O:35])[c:24]3[c:25]([C:30](=[O:31])[O:32][CH3:33])[cH:26][cH:27][cH:28][c:29]23)[cH:19][cH:20]1.[H-:12].[NH2:3][CH:4]1[CH2:5][N:6]2[CH2:7][CH2:8][CH:9]1[CH2:10][CH2:11]2.[Na+:13].[Na+:49]>>[NH:3]([CH:4]1[CH2:5][N:6]2[CH2:7][CH2:8][CH:9]1[CH2:10][CH2:11]2)[CH2:34][c:23]1[n:22][n:21](-[c:18]2[cH:17][cH:16][c:15]([F:14])[cH:20][cH:19]2)[c:29]2[c:24]1[c:25]([C:30](=[O:31])[O:32][CH3:33])[cH:26][cH:27][cH:28]2. The reactants are COC(=O)Cc1cccc(Br)c1, C1COCCN1, Cc1ccccc1, CCOCC, O=C(C=Cc1ccccc1)C=Cc1ccccc1, O=C(C=Cc1ccccc1)C=Cc1ccccc1, O=C(C=Cc1ccccc1)C=Cc1ccccc1, [Pd], [Pd], c1ccc(P(c2ccccc2)c2ccc3ccccc3c2-c2c(P(c3ccccc3)c3ccccc3)ccc3ccccc23)cc1. Yields the product COC(=O)Cc1cccc(N2CCOCC2)c1. RXN SMILES: [Br:1][c:2]1[cH:3][c:4]([CH2:8][C:9](=[O:10])[O:11][CH3:12])[cH:5][cH:6][cH:7]1.[CH2:13]1[CH2:14][O:15][CH2:16][CH2:17][NH:18]1.[CH3:65][c:66]1[cH:67][cH:68][cH:69][cH:70][cH:71]1.[CH3:72][CH2:73][O:74][CH2:75][CH3:76].[O:115]=[C:116]([CH:117]=[CH:118][c:119]1[cH:120][cH:121][cH:122][cH:123][cH:124]1)[CH:125]=[CH:126][c:127]1[cH:128][cH:129][cH:130][cH:131][cH:132]1.[O:79]=[C:80]([CH:81]=[CH:82][c:83]1[cH:84][cH:85][cH:86][cH:87][cH:88]1)[CH:89]=[CH:90][c:91]1[cH:92][cH:93][cH:94][cH:95][cH:96]1.[O:97]=[C:98]([CH:99]=[CH:100][c:101]1[cH:102][cH:103][cH:104][cH:105][cH:106]1)[CH:107]=[CH:108][c:109]1[cH:110][cH:111][cH:112][cH:113][cH:114]1.[Pd:77].[Pd:78].[cH:19]1[cH:20][cH:21][c:22]([P:23]([c:24]2[cH:25][cH:26][c:27]3[c:28]([cH:29][cH:30][cH:31][cH:32]3)[c:33]2-[c:34]2[c:35]3[c:36]([cH:37][cH:38][cH:39][cH:40]3)[cH:41][cH:42][c:43]2[P:44]([c:45]2[cH:46][cH:47][cH:48][cH:49][cH:50]2)[c:51]2[cH:52][cH:53][cH:54][cH:55][cH:56]2)[c:57]2[cH:58][cH:59][cH:60][cH:61][cH:62]2)[cH:63][cH:64]1>>[c:2]1([N:18]2[CH2:13][CH2:14][O:15][CH2:16][CH2:17]2)[cH:3][c:4]([CH2:8][C:9](=[O:10])[O:11][CH3:12])[cH:5][cH:6][cH:7]1. Reactants: FC1=CC=C(C=C1)CCSC(CC1=CC=C(C(=O)O)C=C1)C(=O)OCC(Cl)(Cl)Cl (4-[2-[2-(4-fluoro-phenyl)-ethylsulfanyl]-2-(2,2,2-trichloro-ethoxycarbonyl)-ethyl]-benzoic acid), CC1=C(N=C(O1)C1=CC=CC=C1)CCO (2-(5-methyl-2-phenyl-oxazol-4-yl)-ethanol), C1(=CC=CC=C1)C=1OC(=C(N1)COC(C1=CC=C(C=C1)CC(C(=O)OCC(Cl)(Cl)Cl)SCCC1=CC=C(C=C1)F)=O)C(F)(F)F (4-[2-[2-(4-fluoro-phenyl)-ethylsulfanyl]-2-(2,2,2-trichloro-ethoxy-carbonyl)-ethyl]-benzoic acid 2-phenyl-5-trifluoromethyl-oxazol-4-ylmethylester). Product: CC1=C(N=C(O1)C1=CC=CC=C1)CCOC(C1=CC=C(C=C1)CC(C(=O)OCC(Cl)(Cl)Cl)SCCC1=CC=C(C=C1)F)=O (4-[2-[2-(4-Fluoro-phenyl)-ethylsulfanyl]-2-(2,2,2-trichloro-ethoxycarbonyl)-ethyl]-benzoic acid 2-(5-methyl-2-phenyl-oxazol-4-yl)-ethyl ester). Yield: 91.5%. Reaction SMILES: [F:1][C:2]1[CH:7]=[CH:6][C:5]([CH2:8][CH2:9][S:10][CH:11]([C:22]([O:24][CH2:25][C:26]([Cl:29])([Cl:28])[Cl:27])=[O:23])[CH2:12][C:13]2[CH:21]=[CH:20][C:16]([C:17]([OH:19])=[O:18])=[CH:15][CH:14]=2)=[CH:4][CH:3]=1.[CH3:30][C:31]1[O:35][C:34]([C:36]2[CH:41]=[CH:40][CH:39]=[CH:38][CH:37]=2)=[N:33][C:32]=1[CH2:42][CH2:43]O.C1(C2OC(C(F)(F)F)=C(COC(=O)C3C=CC(CC(SCCC4C=CC(F)=CC=4)C(OCC(Cl)(Cl)Cl)=O)=CC=3)N=2)C=CC=CC=1>>[CH3:30][C:31]1[O:35][C:34]([C:36]2[CH:37]=[CH:38][CH:39]=[CH:40][CH:41]=2)=[N:33][C:32]=1[CH2:42][CH2:43][O:18][C:17](=[O:19])[C:16]1[CH:20]=[CH:21][C:13]([CH2:12][CH:11]([S:10][CH2:9][CH2:8][C:5]2[CH:6]=[CH:7][C:2]([F:1])=[CH:3][CH:4]=2)[C:22]([O:24][CH2:25][C:26]([Cl:29])([Cl:27])[Cl:28])=[O:23])=[CH:14][CH:15]=1. Procedure details: The title compound was prepared from 4-[2-[2-(4-fluoro-phenyl)-ethylsulfanyl]-2-(2,2,2-trichloro-ethoxycarbonyl)-ethyl]-benzoic acid (220 mg, 0.46 mmol) and 2-(5-methyl-2-phenyl-oxazol-4-yl)-ethanol (103 mg, 0.50 mmol) in the same manner as described for 4-[2-[2-(4-fluoro-phenyl)-ethylsulfanyl]-2-(2,2,2-trichloro-ethoxy-carbonyl)-ethyl]-benzoic acid 2-phenyl-5-trifluoromethyl-oxazol-4-ylmethylester. The crude product was purified by flash chromatography using n-heptane/EtOAc 7:3 as the eluent to... Reactants: O.NN (hydrazine monohydrate), C(C1=CC=CC=C1)OC=1C(=C(C(=O)N(CC)CC)C=CC1OC)C=O (3-benzyloxy-N,N-diethyl-2-formyl-4-methoxy-benzamide). The solvent is C(C)(=O)O (acetic acid). Run at time 2 hour. Yields the product C(C1=CC=CC=C1)OC1=C2C=NNC(C2=CC=C1OC)=O (5-Benzyloxy-6-methoxy-2H-phthalazin-1-one). The yield is 95.8%. RXN SMILES: O.[NH2:2]N.[CH2:4]([O:11][C:12]1[C:13]([CH:27]=O)=[C:14]([CH:22]=[CH:23][C:24]=1[O:25][CH3:26])[C:15]([N:17](CC)CC)=[O:16])[C:5]1[CH:10]=[CH:9][CH:8]=[CH:7][CH:6]=1>C(O)(=O)C>[CH2:4]([O:11][C:12]1[C:24]([O:25][CH3:26])=[CH:23][CH:22]=[C:14]2[C:13]=1[CH:27]=[N:2][NH:17][C:15]2=[O:16])[C:5]1[CH:10]=[CH:9][CH:8]=[CH:7][CH:6]=1 |f:0.1|. Procedure details: Glacial acetic acid (285 ml) at 10-20° C. was dropwise added with hydrazine monohydrate (10.16 ml, 209 mmoles) and added with 3-benzyloxy-N,N-diethyl-2-formyl-4-methoxy-benzamide (14.27 g, 41.8 mmoles), prepared as described in example 56. The mixture was left to stand for 2 hours, then evaporated, dissolved in CH2Cl2, washed with water, anhydrified over Na2SO4, brought to dryness, and the crude was triturated in petrolatum/ethyl ether 2:1 (150 ml) and filtered to give 11.3 g of the title compou... Starting materials: O=S(=O)(Cl)c1cccc(Br)c1, CC#N, [F-], [K+]. Product: O=S(=O)(F)c1cccc(Br)c1. RXN SMILES: [Br:1][c:2]1[cH:3][c:4]([S:8](=[O:9])(=[O:10])[Cl:11])[cH:5][cH:6][cH:7]1.[CH3:14][C:15]#[N:16].[F-:12].[K+:13]>>[Br:1][c:2]1[cH:3][c:4]([S:8](=[O:9])(=[O:10])[F:12])[cH:5][cH:6][cH:7]1. The reactants are CCN(C(C)C)C(C)C (DIEA), C1(CCCCC1)N1C(=NC2=C1C=CC(=C2)C(=O)O)C2=COC=C2 (1-Cyclohexyl-2-furan-3-yl-1H-benzoimidazole-5-carboxylic acid), CN(C)C(=[N+](C)C)ON1C2=C(C=CC=C2)N=N1.[B-](F)(F)(F)F (TBTU), Cl.COC([C@@H](N)CC1=CC=C(C=C1)[N+](=O)[O-])=O (4-nitro-L-phenylalanine methyl ester hydrochloride). Solvent: CC(=O)O (AcOH), O (water), CS(=O)C (DMSO). Run at time 2 hour. Yields the product COC([C@H](CC1=CC=C(C=C1)[N+](=O)[O-])NC(=O)C1=CC2=C(N(C(=N2)C2=COC=C2)C2CCCCC2)C=C1)=O ((S)-2-{[1-(1-Cyclohexyl-2-furan-3-yl-1H-benzoimidazol-5-yl)-methanoyl]-amino}-3-(4-nitrophenyl)-propionic acid methyl ester). The yield is 92.0%. Reaction SMILES: [CH:1]1([N:7]2[C:11]3[CH:12]=[CH:13][C:14]([C:16](O)=[O:17])=[CH:15][C:10]=3[N:9]=[C:8]2[C:19]2[CH:23]=[CH:22][O:21][CH:20]=2)[CH2:6][CH2:5][CH2:4][CH2:3][CH2:2]1.CN(C(ON1N=NC2C=CC=CC1=2)=[N+](C)C)C.[B-](F)(F)(F)F.Cl.[CH3:47][O:48][C:49](=[O:62])[C@H:50]([CH2:52][C:53]1[CH:58]=[CH:57][C:56]([N+:59]([O-:61])=[O:60])=[CH:55][CH:54]=1)[NH2:51].CCN(C(C)C)C(C)C>CS(C)=O.CC(O)=O.O>[CH3:47][O:48][C:49](=[O:62])[C@@H:50]([NH:51][C:16]([C:14]1[CH:13]=[CH:12][C:11]2[N:7]([CH:1]3[CH2:6][CH2:5][CH2:4][CH2:3][CH2:2]3)[C:8]([C:19]3[CH:23]=[CH:22][O:21][CH:20]=3)=[N:9][C:10]=2[CH:15]=1)=[O:17])[CH2:52][C:53]1[CH:58]=[CH:57][C:56]([N+:59]([O-:61])=[O:60])=[CH:55][CH:54]=1 |f:1.2,3.4|. Reported procedure: The carboxylic acid of example 2 (0.500 g, 1.61 mmol), TBTU (0.621 g, 1.94 mmol) and 4-nitro-L-phenylalanine methyl ester hydrochloride (0.461 g, 1.77 mmol) were dissolved in DMSO (2.0 mL) and DIEA (6.44 mmol, 1.12 mL) was added. The mixture was stirred for 2 h at room temperature (HPLC: complete). The reaction mixture was added dropwise with stirring to a mixture of water (45 mL) and AcOH (0.8 mL). The precipitate that formed was collected by filtration, washed with water and dried (0.768 g, 92... Starting materials: CN(C=O)C (dimethylformamide), N1=C(C=CC=C1)CCOC(CCCCCBr)=O ({2-(2-pyridyl)ethyl}6-bromohexanoate), NCC(O)C1=CC(=C(C(=C1)Cl)N)Cl (2-amino-1-(4-amino-3,5-dichlorophenyl)ethanol). Run in C(C)(=O)OCC.CO.C(C)N(CC)CC (ethyl acetate methanol triethylamine). Product: C(\C=C\C(=O)O)(=O)O.N1=C(C=CC=C1)CCOC(CCCCCNCC(O)C1=CC(=C(C(=C1)Cl)N)Cl)=O.N1=C(C=CC=C1)CCOC(CCCCCNCC(C1=CC(=C(C(=C1)Cl)N)Cl)O)=O (2-(2-Pyridyl)ethyl6-[2-(4-amino-3,5-dichlorophenyl)-2-hydroxyethylamino]hexanoate-hemifumarate). As a reaction SMILES: CN(C)[CH:3]=[O:4].[N:6]1[CH:11]=[CH:10][CH:9]=[CH:8][C:7]=1[CH2:12][CH2:13][O:14][C:15](=[O:22])[CH2:16][CH2:17][CH2:18][CH2:19][CH2:20]Br.[NH2:23][CH2:24][CH:25]([C:27]1[CH:32]=[C:31]([Cl:33])[C:30]([NH2:34])=[C:29]([Cl:35])[CH:28]=1)[OH:26]>C(OCC)(=O)C.CO.C(N(CC)CC)C>[C:3]([OH:4])(=[O:26])/[CH:17]=[CH:16]/[C:15]([OH:14])=[O:22].[N:6]1[CH:11]=[CH:10][CH:9]=[CH:8][C:7]=1[CH2:12][CH2:13][O:14][C:15](=[O:22])[CH2:16][CH2:17][CH2:18][CH2:19][CH2:20][NH:23][CH2:24][CH:25]([C:27]1[CH:28]=[C:29]([Cl:35])[C:30]([NH2:34])=[C:31]([Cl:33])[CH:32]=1)[OH:26].[N:6]1[CH:11]=[CH:10][CH:9]=[CH:8][C:7]=1[CH2:12][CH2:13][O:14][C:15](=[O:22])[CH2:16][CH2:17][CH2:18][CH2:19][CH2:20][NH:23][CH2:24][CH:25]([OH:26])[C:27]1[CH:32]=[C:31]([Cl:33])[C:30]([NH2:34])=[C:29]([Cl:35])[CH:28]=1 |f:3.4.5,6.7.8|. Procedure: According to method I (dimethylformamide, 1 hour at 90° C.) from {2-(2-pyridyl)ethyl}6-bromohexanoate and 2-amino-1-(4-amino-3,5-dichlorophenyl)ethanol. Working up by means of chromatography (ethyl acetate/methanol/triethylamine 20:2:1). Recrystallized as the hemifumarate from acetone. Melting point: 75°-76° C. Reactants: c1ccc(COc2ncccc2OCC2CO2)cc1, CC(C)O, O=C1NCCN1C1CCNCC1. Product: O=C1NCCN1C1CCN(CC(O)COc2cccnc2OCc2ccccc2)CC1. RXN SMILES: [CH2:1]([c:2]1[cH:3][cH:4][cH:5][cH:6][cH:7]1)[O:8][c:9]1[n:10][cH:11][cH:12][cH:13][c:14]1[O:15][CH2:16][CH:17]1[CH2:18][O:19]1.[CH:32]([OH:33])([CH3:34])[CH3:35].[NH:20]1[CH2:21][CH2:22][CH:23]([N:26]2[C:27](=[O:31])[NH:28][CH2:29][CH2:30]2)[CH2:24][CH2:25]1>>[CH2:1]([c:2]1[cH:3][cH:4][cH:5][cH:6][cH:7]1)[O:8][c:9]1[n:10][cH:11][cH:12][cH:13][c:14]1[O:15][CH2:16][CH:17]([CH2:18][N:20]1[CH2:21][CH2:22][CH:23]([N:26]2[C:27](=[O:31])[NH:28][CH2:29][CH2:30]2)[CH2:24][CH2:25]1)[OH:19].